Dataset: the Open Reaction Database (ORD), a public repository of structured organic reaction records. Task: describe an organic reaction: reactants, conditions, products, and yield The reactants are CCO, Cl, CC(=O)c1ccc(Nc2cc(-c3cc(Cl)ccc3Cl)nc(N)n2)cc1, NO, [Na+], [OH-]. Product: CC(=NO)c1ccc(Nc2cc(-c3cc(Cl)ccc3Cl)nc(N)n2)cc1. RXN SMILES: [CH3:31][CH2:32][OH:33].[ClH:26].[NH2:1][c:2]1[n:3][c:4](-[c:18]2[c:19]([Cl:25])[cH:20][cH:21][c:22]([Cl:24])[cH:23]2)[cH:5][c:6]([NH:8][c:9]2[cH:10][cH:11][c:12]([C:15]([CH3:16])=[O:17])[cH:13][cH:14]2)[n:7]1.[NH2:27][OH:28].[Na+:30].[OH-:29]>>[NH2:1][c:2]1[n:3][c:4](-[c:18]2[c:19]([Cl:25])[cH:20][cH:21][c:22]([Cl:24])[cH:23]2)[cH:5][c:6]([NH:8][c:9]2[cH:10][cH:11][c:12]([C:15]([CH3:16])=[N:27][OH:28])[cH:13][cH:14]2)[n:7]1. Starting materials: NC=1C(=NC(=CN1)[C@@H]1C[C@@H]([C@H](CC1)O)F)C1=CC(=C(C(=O)O)C=C1)F (4-(3-amino-6-((1S,3S,4S)-3-fluoro-4-hydroxycyclohexyl)pyrazin-2-yl)-2-fluorobenzoic acid), Cl.N[C@H](CO)C1=CC(=CC(=C1)F)Br ((S)-2-amino-2-(3-bromo-5-fluorophenyl)ethanol HCl salt), aza-HOBt, C(CCl)Cl (EDC), CCN(C(C)C)C(C)C (DIEA), C(=O)(C(F)(F)F)O (TFA). The solvent is O (Water), CN(C)C=O (DMF). Run at time 15 hour. Yields the product NC=1C(=NC(=CN1)[C@@H]1C[C@@H]([C@H](CC1)O)F)C1=CC(=C(C(=O)N[C@H](CO)C2=CC(=CC(=C2)F)Br)C=C1)F (4-(3-amino-6-((1S,3S,4S)-3-fluoro-4-hydroxycyclohexyl)pyrazin-2-yl)-N—((S)-1-(3-bromo-5-fluorophenyl)-2-hydroxyethyl)-2-fluorobenzamide). The yield is 33.3%. As a reaction SMILES: [NH2:1][C:2]1[C:3]([C:16]2[CH:24]=[CH:23][C:19]([C:20](O)=[O:21])=[C:18]([F:25])[CH:17]=2)=[N:4][C:5]([C@H:8]2[CH2:13][CH2:12][C@H:11]([OH:14])[C@@H:10]([F:15])[CH2:9]2)=[CH:6][N:7]=1.Cl.[NH2:27][C@@H:28]([C:31]1[CH:36]=[C:35]([F:37])[CH:34]=[C:33]([Br:38])[CH:32]=1)[CH2:29][OH:30].C(Cl)CCl.CCN(C(C)C)C(C)C.C(O)(C(F)(F)F)=O>CN(C=O)C.O>[NH2:1][C:2]1[C:3]([C:16]2[CH:24]=[CH:23][C:19]([C:20]([NH:27][C@@H:28]([C:31]3[CH:36]=[C:35]([F:37])[CH:34]=[C:33]([Br:38])[CH:32]=3)[CH2:29][OH:30])=[O:21])=[C:18]([F:25])[CH:17]=2)=[N:4][C:5]([C@H:8]2[CH2:13][CH2:12][C@H:11]([OH:14])[C@@H:10]([F:15])[CH2:9]2)=[CH:6][N:7]=1 |f:1.2|. Reported procedure: To a solution of 4-(3-amino-6-((1S,3S,4S)-3-fluoro-4-hydroxycyclohexyl)pyrazin-2-yl)-2-fluorobenzoic acid (20 mg, 0.057 mmol) in DMF (573 μL) was added (S)-2-amino-2-(3-bromo-5-fluorophenyl)ethanol HCl salt (18.59 mg, 0.069 mmol), aza-HOBt (11.69 mg, 0.086 mmol), EDC (21.95 mg, 0.115 mmol), and DIEA (30.0 μl, 0.172 mmol). The reaction mixture was stirred for 15 h. Water was added, and the reaction mixture was extracted with EtOAc three times. The organic layers were dried over Na2SO4, filtered a...